This data is from the Open Reaction Database (ORD), a public repository of structured organic reaction records. The task is: describe an organic reaction: reactants, conditions, products, and yield The reactants are CC(C)=O, ClCCCc1cc2ccccc2s1, [I-], [Na+], [Na+], [Na+], O=S([O-])([O-])=S. Yields the product ICCCc1cc2ccccc2s1. As a reaction SMILES: [CH3:23][C:24](=[O:25])[CH3:26].[Cl:1][CH2:2][CH2:3][CH2:4][c:5]1[cH:6][c:7]2[c:8]([s:9]1)[cH:10][cH:11][cH:12][cH:13]2.[I-:15].[Na+:14].[Na+:21].[Na+:22].[S:16]([O-:17])([O-:18])(=[O:19])=[S:20]>>[CH2:2]([CH2:3][CH2:4][c:5]1[cH:6][c:7]2[c:8]([s:9]1)[cH:10][cH:11][cH:12][cH:13]2)[I:15]. The reactants are [C-]#N, [C-]#N, CCOC(C)=O, CN(C)C=O, Nc1ncccc1C(=O)NCc1ccc(Oc2cccc(Br)c2)s1, O, [Zn+2], c1ccc(P(c2ccccc2)(c2ccccc2)[Pd](P(c2ccccc2)(c2ccccc2)c2ccccc2)(P(c2ccccc2)(c2ccccc2)c2ccccc2)P(c2ccccc2)(c2ccccc2)c2ccccc2)cc1. Product: N#Cc1cccc(Oc2ccc(CNC(=O)c3cccnc3N)s2)c1. RXN SMILES: [C-:37]#[N:38].[C-:40]#[N:41].[CH3:25][CH2:26][O:27][C:28](=[O:29])[CH3:30].[CH3:32][N:33]([CH3:34])[CH:35]=[O:36].[NH2:1][c:2]1[c:3]([C:4](=[O:5])[NH:6][CH2:7][c:8]2[s:9][c:10]([O:13][c:14]3[cH:15][c:16]([Br:20])[cH:17][cH:18][cH:19]3)[cH:11][cH:12]2)[cH:21][cH:22][cH:23][n:24]1.[OH2:31].[Zn+2:39].[cH:42]1[cH:43][cH:44][c:45]([P:46]([Pd:47]([P:48]([c:49]2[cH:50][cH:51][cH:52][cH:53][cH:54]2)([c:55]2[cH:56][cH:57][cH:58][cH:59][cH:60]2)[c:61]2[cH:62][cH:63][cH:64][cH:65][cH:66]2)([P:67]([c:68]2[cH:69][cH:70][cH:71][cH:72][cH:73]2)([c:74]2[cH:75][cH:76][cH:77][cH:78][cH:79]2)[c:80]2[cH:81][cH:82][cH:83][cH:84][cH:85]2)[P:86]([c:87]2[cH:88][cH:89][cH:90][cH:91][cH:92]2)([c:93]2[cH:94][cH:95][cH:96][cH:97][cH:98]2)[c:99]2[cH:100][cH:101][cH:102][cH:103][cH:104]2)([c:105]2[cH:106][cH:107][cH:108][cH:109][cH:110]2)[c:111]2[cH:112][cH:113][cH:114][cH:115][cH:116]2)[cH:117][cH:118]1>>[NH2:1][c:2]1[c:3]([C:4](=[O:5])[NH:6][CH2:7][c:8]2[s:9][c:10]([O:13][c:14]3[cH:15][c:16]([C:32]#[N:33])[cH:17][cH:18][cH:19]3)[cH:11][cH:12]2)[cH:21][cH:22][cH:23][n:24]1. The reactants are FC(C=1C=C(C=C(C1)C(F)(F)F)[C@@H]1[C@@H](N(C(O1)=O)CC1=C(C=CC(=C1)F)Br)C)(F)F ((4S,5R)-5-[3,5-bis(trifluoromethyl)phenyl]-3-(2-bromo-5-fluorobenzyl)-4-methyl-1,3-oxazolidin-2-one), FC1=CC(=C(C=C1C(C)C)B(O)O)OC ((4-fluoro-5-isopropyl-2-methoxyphenyl)boronic acid), [OH-].[K+] (potassium hydroxide). The reagents and catalysts are C1=CC=C(C=C1)P([C-]2C=CC=C2)C3=CC=CC=C3.C1=CC=C(C=C1)P([C-]2C=CC=C2)C3=CC=CC=C3.Cl[Pd]Cl.[Fe+2] ([1,1′-bis(diphenylphosphino) ferrocene]dichloropalladium (II)). Solvent: O1CCOCC1 (1,4-dioxane). Product: FC(C=1C=C(C=C(C1)C(F)(F)F)[C@@H]1[C@@H](N(C(O1)=O)CC1=C(C=CC(=C1)F)C1=C(C=C(C(=C1)C(C)C)F)OC)C)(F)F ((4S,5R)-5-[3,5-bis(trifluoromethyl)phenyl]-3-[(4,4′-difluoro-5′-isopropyl-2′-methoxybiphenyl-2-yl)methyl]-4-methyl-1,3-oxazolidin-2-one). As a reaction SMILES: [F:1][C:2]([F:30])([F:29])[C:3]1[CH:4]=[C:5]([C@H:13]2[O:17][C:16](=[O:18])[N:15]([CH2:19][C:20]3[CH:25]=[C:24]([F:26])[CH:23]=[CH:22][C:21]=3Br)[C@H:14]2[CH3:28])[CH:6]=[C:7]([C:9]([F:12])([F:11])[F:10])[CH:8]=1.[F:31][C:32]1[C:37]([CH:38]([CH3:40])[CH3:39])=[CH:36][C:35](B(O)O)=[C:34]([O:44][CH3:45])[CH:33]=1.[OH-].[K+]>O1CCOCC1.C1C=CC(P(C2C=CC=CC=2)[C-]2C=CC=C2)=CC=1.C1C=CC(P(C2C=CC=CC=2)[C-]2C=CC=C2)=CC=1.Cl[Pd]Cl.[Fe+2]>[F:1][C:2]([F:30])([F:29])[C:3]1[CH:4]=[C:5]([C@H:13]2[O:17][C:16](=[O:18])[N:15]([CH2:19][C:20]3[CH:25]=[C:24]([F:26])[CH:23]=[CH:22][C:21]=3[C:35]3[CH:36]=[C:37]([CH:38]([CH3:40])[CH3:39])[C:32]([F:31])=[CH:33][C:34]=3[O:44][CH3:45])[C@H:14]2[CH3:28])[CH:6]=[C:7]([C:9]([F:12])([F:11])[F:10])[CH:8]=1 |f:2.3,5.6.7.8|. Reported procedure: To a solution of (4S,5R)-5-[3,5-bis(trifluoromethyl)phenyl]-3-(2-bromo-5-fluorobenzyl)-4-methyl-1,3-oxazolidin-2-one (1.0 g, 2.0 mmol) in 1,4-dioxane (6 mL) was added (4-fluoro-5-isopropyl-2-methoxyphenyl)boronic acid (509 mg, 2.4 mmol), [1,1′-bis(diphenylphosphino) ferrocene]dichloropalladium (II) (82 mg, 5 mol %) and aq. potassium hydroxide (1.3 mL, 3M, 2 eq.). The reaction mixture was purged with nitrogen and then sealed in a microwave vessel. The reaction vessel was subject to microwave irra...